From a dataset of the Open Reaction Database (ORD), a public repository of structured organic reaction records. describe an organic reaction: reactants, conditions, products, and yield Reactants: O=C(O)C(=O)N1CCC(Cc2ccccc2)CC1, CCOCC, N#Cc1ccc(N)cc1. Product: N#Cc1ccc(NC(=O)C(=O)N2CCC(Cc3ccccc3)CC2)cc1. Reaction SMILES: [CH2:10]([c:11]1[cH:12][cH:13][cH:14][cH:15][cH:16]1)[CH:17]1[CH2:18][CH2:19][N:20]([C:23]([C:24](=[O:25])[OH:26])=[O:27])[CH2:21][CH2:22]1.[CH2:28]([O:29][CH2:30][CH3:31])[CH3:32].[NH2:1][c:2]1[cH:3][cH:4][c:5]([C:6]#[N:7])[cH:8][cH:9]1>>[NH:1]([c:2]1[cH:3][cH:4][c:5]([C:6]#[N:7])[cH:8][cH:9]1)[C:24]([C:23]([N:20]1[CH2:19][CH2:18][CH:17]([CH2:10][c:11]2[cH:12][cH:13][cH:14][cH:15][cH:16]2)[CH2:22][CH2:21]1)=[O:27])=[O:25]. Yields the product C(CCCC)C1=C(OC2=C1C=CC=C2)C=2C=C1C=CC(=CC1=CC2)OCC(=O)O ([6-(3-Pentyl-benzofuran-2-yl)-naphthalen-2-yloxy]-acetic acid), solid. RXN SMILES: C([O:3][C:4](=[O:31])[CH2:5][O:6][C:7]1[CH:16]=[CH:15][C:14]2[C:9](=[CH:10][CH:11]=[C:12]([C:17]3[O:18][C:19]4[CH:30]=[CH:29][CH:28]=[CH:27][C:20]=4[C:21]=3[CH2:22][CH2:23][CH2:24][CH2:25][CH3:26])[CH:13]=2)[CH:8]=1)C.[OH-].[K+]>C1COCC1.O>[CH2:22]([C:21]1[C:20]2[CH:27]=[CH:28][CH:29]=[CH:30][C:19]=2[O:18][C:17]=1[C:12]1[CH:13]=[C:14]2[C:9](=[CH:10][CH:11]=1)[CH:8]=[C:7]([O:6][CH2:5][C:4]([OH:31])=[O:3])[CH:16]=[CH:15]2)[CH2:23][CH2:24][CH2:25][CH3:26] |f:1.2|. Procedure details: Following the procedure described in Step 4 of Example 6, [6-(3-Pentyl-benzofuran-2-yl)-naphthalen-2-yloxy]-acetic acid ethyl ester (0.34 g, 0.82 mmol), was hydrolyzed with potassium hydroxide (0.50 g, 8.9 mmol) in THF (20 mL) and water (10 mL). The title compound was obtained as an off-white solid (0.28 g), mp 163-165° C. Mass spectrum (+APCl, [M+H]+) m/z 389. 1HNMR (400 MHz, DMSO-d6): δ13.15 (br s, 1H), 8.24 (s, 1H), 7.99 (d, 1H, J=9.0 Hz), 7.93 (d, 1H, J=8.8 Hz), 7.85 (dd, 1H, J=8.5, 1.7 Hz),... The solvent is C1CCOC1 (THF), O (water). Starting materials: C(C)OC(COC1=CC2=CC=C(C=C2C=C1)C=1OC2=C(C1CCCCC)C=CC=C2)=O ([6-(3-Pentyl-benzofuran-2-yl)-naphthalen-2-yloxy]-acetic acid ethyl ester), [OH-].[K+] (potassium hydroxide). The reactants are C1(CCCCC1)NC1=C(C=C2C(C(=CN(C2=C1)C1CCCC1)/C=C/C(=O)OCC)=O)F (ethyl (2E)-3-[7-(cyclohexylamino)-1-cyclopentyl-6-fluoro-4-oxo-1,4-dihydroquinolin-3-yl]acrylate), CS(=O)C (DMSO), [H-].[Na+] (sodium hydride), [I-].C[S+](=O)(C)C (trimethylsulfoxonium iodide). Run in O (water). Conditions: time 30 minute. The product is C1(CCCCC1)NC1=C(C=C2C(C(=CN(C2=C1)C1CCCC1)C1C(C1)C(=O)OCC)=O)F (ethyl 2-[7-(cyclohexylamino)-1-cyclopentyl-6-fluoro-4-oxo-1,4-dihydroquinolin-3-yl]cyclopropanecarboxylate). Yield: 22.0%. RXN SMILES: CS(C)=O.[H-].[Na+].[I-].[CH3:8][S+](C)(C)=O.[CH:13]1([NH:19][C:20]2[CH:29]=[C:28]3[C:23]([C:24](=[O:42])[C:25](/[CH:35]=[CH:36]/[C:37]([O:39][CH2:40][CH3:41])=[O:38])=[CH:26][N:27]3[CH:30]3[CH2:34][CH2:33][CH2:32][CH2:31]3)=[CH:22][C:21]=2[F:43])[CH2:18][CH2:17][CH2:16][CH2:15][CH2:14]1>O>[CH:13]1([NH:19][C:20]2[CH:29]=[C:28]3[C:23]([C:24](=[O:42])[C:25]([CH:35]4[CH2:8][CH:36]4[C:37]([O:39][CH2:40][CH3:41])=[O:38])=[CH:26][N:27]3[CH:30]3[CH2:34][CH2:33][CH2:32][CH2:31]3)=[CH:22][C:21]=2[F:43])[CH2:14][CH2:15][CH2:16][CH2:17][CH2:18]1 |f:1.2,3.4|. Procedure: To a 6 ml DMSO suspension of 200 mg of 60% sodium hydride was added 1.1 g of trimethylsulfoxonium iodide, followed by stirring for 30 minutes. To the reaction mixture was added 242 mg of ethyl (2E)-3-[7-(cyclohexylamino)-1-cyclopentyl-6-fluoro-4-oxo-1,4-dihydroquinolin-3-yl]acrylate, followed by stirring at room temperature for 1 hour and at 60° C. for 1 hour. To the reaction mixture was added water, followed by extraction with diethyl ether. The organic layer was washed with aqueous saturated s... Reaction SMILES: [C:12]([CH3:13])([CH3:14])([CH3:15])[O:16][C:17](=[O:18])[N:19]1[CH:20]([C:24](=[O:25])[OH:26])[CH2:21][CH2:22][CH2:23]1.[CH3:27][CH2:28][N:29]=[C:30]=[N:31][CH2:32][CH2:33][CH2:34][N:35]([CH3:36])[CH3:37].[CH3:39][N:40]([CH3:41])[NH2:42].[CH:43]([N:44]([CH2:45][CH3:46])[CH:47]([CH3:48])[CH3:49])([CH3:50])[CH3:51].[Cl:52][CH2:53][Cl:54].[ClH:38].[OH2:11].[OH:1][n:2]1[c:3]2[c:4]([cH:5][cH:6][cH:7][cH:8]2)[n:9][n:10]1>>[C:12]([CH3:13])([CH3:14])([CH3:15])[O:16][C:17](=[O:18])[N:19]1[CH:20]([C:24](=[O:26])[NH:42][N:40]([CH3:39])[CH3:41])[CH2:21][CH2:22][CH2:23]1. Yields the product CN(C)NC(=O)C1CCCN1C(=O)OC(C)(C)C. Reactants: CC(C)(C)OC(=O)N1CCCC1C(=O)O, CCN=C=NCCCN(C)C, CN(C)N, CCN(C(C)C)C(C)C, ClCCl, Cl, O, On1nnc2ccccc21. Reactants: COC(CN(CC(=O)OC)C1=CC(=CC(=C1)OCCCCCCCCCCCCOC1=CC=CC=C1)O)=O (N-[3-hydroxy-5-[(12-phenoxydodecyl)oxy]phenyl]-N-(2-methoxy-2-oxoethyl)glycine methyl ester), BrCCCCCCC1=C(C(=CC=C1)OCC1=CC=CC=C1)OCC1=CC=CC=C1 (1-(6-bromohexyl)-2,3-bis(phenylmethoxy)benzene), C([O-])([O-])=O.[K+].[K+] (potassium carbonate), [I-].[Na+] (sodium iodide). Run in CC(=O)C (acetone), CN(C)C=O (DMF). The product is COC(CNCC(=O)OC)=O (N-(2-methoxy-2-oxoethyl)glycine methyl ester), N-[3-[6-(2,3-bisphenylmethoxy)phenyl]hexyloxy]-5-[(12-phenoxydodecyl)oxy]phenyl. Isolated yield 74.0%. As a reaction SMILES: [CH3:1][O:2][C:3](=[O:38])[CH2:4][N:5](C1C=C(OCCCCCCCCCCCCOC2C=CC=CC=2)C=C(O)C=1)[CH2:6][C:7]([O:9][CH3:10])=[O:8].BrCCCCCCC1C=CC=C(OCC2C=CC=CC=2)C=1OCC1C=CC=CC=1.C(=O)([O-])[O-].[K+].[K+].[I-].[Na+]>CC(C)=O.CN(C=O)C>[CH3:10][O:9][C:7](=[O:8])[CH2:6][NH:5][CH2:4][C:3]([O:2][CH3:1])=[O:38] |f:2.3.4,5.6|. Reported procedure: A mixture of 1.7 g (3.2 mmol) of N-[3-hydroxy-5-[(12-phenoxydodecyl)oxy]phenyl]-N-(2-methoxy-2-oxoethyl)glycine methyl ester, 1.5 g (3.37 mmol) of 1-(6-bromohexyl)-2,3-bis(phenylmethoxy)benzene, 1.3 g (9.6 mmol) of potassium carbonate and 0.96 g (6.4 mmol) of sodium iodide in 60 ml of acetone and 20 ml of DMF was stirred at reflux under argon for 7 days. Theusual workup followed by purification by HPLC using 25% ethyl acetate-hexane gave 2.15 g (74% yield) of N-[3-[6-(2,3-bisphenylmethoxy)phenyl... Starting materials: COc1cc(Cl)ccc1C(=O)O, [K+], O=[N+]([O-])[O-], O=S(=O)(O)O. Yields the product COc1cc(Cl)c([N+](=O)[O-])cc1C(=O)O. As a reaction SMILES: [Cl:1][c:2]1[cH:3][c:4]([O:11][CH3:12])[c:5]([C:6](=[O:7])[OH:8])[cH:9][cH:10]1.[K+:13].[O-:14][N+:15]([O-:16])=[O:17].[S:18](=[O:19])(=[O:20])([OH:21])[OH:22]>>[Cl:1][c:2]1[cH:3][c:4]([O:11][CH3:12])[c:5]([C:6](=[O:7])[OH:8])[cH:9][c:10]1[N+:15](=[O:14])[O-:16]. Reactants: COC(=O)C1=CCC1, C1CCC2=NCCCN2CC1, CC#N, Nc1ncnc2[nH]cnc12. The product is COC(=O)C1CCC1n1cnc2c(N)ncnc21. Reaction SMILES: [C:11]1([C:15](=[O:16])[O:17][CH3:18])=[CH:12][CH2:13][CH2:14]1.[CH2:19]1[CH2:20][CH2:21][C:22]2=[N:27][CH2:26][CH2:25][CH2:24][N:23]2[CH2:28][CH2:29]1.[CH3:30][C:31]#[N:32].[NH2:1][c:2]1[n:3][cH:4][n:5][c:6]2[nH:7][cH:8][n:9][c:10]12>>[NH2:1][c:2]1[n:3][cH:4][n:5][c:6]2[n:7]([CH:12]3[CH:11]([C:15](=[O:16])[O:17][CH3:18])[CH2:14][CH2:13]3)[cH:8][n:9][c:10]12. Starting materials: OC1=C(C=O)C(=CC=C1OC)Br (2-Hydroxy-3-methoxy-6bromo-benzaldehyde), OO (hydrogen peroxide), OO (hydrogen peroxide). Run in [OH-].[Na+] (sodium hydroxide). Reaction conditions: time 2 hour. The product is BrC1=C(C(=C(C=C1)OC)O)O (1-Bromo-2,3dihydroxy-4methoxy-benzene). The yield is 64.2%. As a reaction SMILES: [OH:1][C:2]1[C:9]([O:10][CH3:11])=[CH:8][CH:7]=[C:6]([Br:12])[C:3]=1C=O.[OH:13]O>[OH-].[Na+]>[Br:12][C:6]1[CH:7]=[CH:8][C:9]([O:10][CH3:11])=[C:2]([OH:1])[C:3]=1[OH:13] |f:2.3|. Reported procedure: Aldehyde 12 (23 g) was suspended in 2% sodium hydroxide (300 mL) and a solution of 30% hydrogen peroxide (15.8 g, 1.4 eq.) was added. After 2 hours, another portion of 30% hydrogen peroxide (1.4 eq.) was added and the solution stirred overnight. The reaction mixture was acidified, extracted with dichloromethane, washed with sodium thiosulfate and the solvent removed in vacuo to afford a tan solid. The solid was recrystallized from methanol to afford colorless crystals (14 g, 64%): m.p. 122.3-124...